Dataset: the Open Reaction Database (ORD), a public repository of structured organic reaction records. Task: describe an organic reaction: reactants, conditions, products, and yield Reactants: C1CCOC1, CC(C)C[Al+]CC(C)C, CCOC(=O)CC(C)(C)n1cc(-c2ccnc3c2ccn3COCC[Si](C)(C)C)cn1, ClCCl, [H-], O. As a reaction SMILES: [CH2:32]1[O:33][CH2:34][CH2:35][CH2:36]1.[CH2:38]([Al+:39][CH2:40][CH:41]([CH3:42])[CH3:43])[CH:44]([CH3:45])[CH3:46].[CH3:1][C:2]([CH2:3][C:4](=[O:5])[O:6][CH2:7][CH3:8])([CH3:9])[n:10]1[n:11][cH:12][c:13](-[c:15]2[c:16]3[c:17]([n:18][cH:19][cH:20]2)[n:21]([CH2:24][O:25][CH2:26][CH2:27][Si:28]([CH3:29])([CH3:30])[CH3:31])[cH:22][cH:23]3)[cH:14]1.[Cl:47][CH2:48][Cl:49].[H-:37].[OH2:50]>>[CH3:1][C:2]([CH2:3][CH2:4][OH:5])([CH3:9])[n:10]1[n:11][cH:12][c:13](-[c:15]2[c:16]3[c:17]([n:18][cH:19][cH:20]2)[n:21]([CH2:24][O:25][CH2:26][CH2:27][Si:28]([CH3:29])([CH3:30])[CH3:31])[cH:22][cH:23]3)[cH:14]1. The product is CC(C)(CCO)n1cc(-c2ccnc3c2ccn3COCC[Si](C)(C)C)cn1. Starting materials: C(C)(C)(C)C1=NN(C(=C1)NC(=O)NC1=C(C=C(OC2=CC(=NC=C2)C(=O)NC)C=C1)F)C1=CC(=CC=C1)CO (4-{4-[({3-tert-butyl-1-[3-(hydroxymethyl)phenyl]-1H-pyrazol-5-yl}carbamoyl)amino]-3-fluorophenoxy}-N-methylpyridine-2-carboxamide), C(C)N(P(OC(C)(C)C)OC(C)(C)C)CC (di-t-butyl N,N-diethylphosphoramidite), ClC=1C=C(C(=O)OO)C=CC1 (m-chloroperoxybenzoic acid). The solvent is OS(=O)[O-].[Na+] (NaHSO3). Reaction conditions: time 2 hour. Product: P(=O)(OC(C)(C)C)(OC(C)(C)C)OCC1=CC(=CC=C1)N1N=C(C=C1NC(NC1=C(C=C(C=C1)OC1=CC(=NC=C1)C(NC)=O)F)=O)C(C)(C)C (Di-tert-butyl 3-(3-tert-butyl-5-{[(2-fluoro-4-{[2-(methylcarbamoyl)pyridin-4-yl]oxy}phenyl)carbamoyl]amino}-1H-pyrazol-1-yl)benzyl phosphate). Isolated yield 58.3%. RXN SMILES: [C:1]([C:5]1[CH:9]=[C:8]([NH:10][C:11]([NH:13][C:14]2[CH:30]=[CH:29][C:17]([O:18][C:19]3[CH:24]=[CH:23][N:22]=[C:21]([C:25]([NH:27][CH3:28])=[O:26])[CH:20]=3)=[CH:16][C:15]=2[F:31])=[O:12])[N:7]([C:32]2[CH:37]=[CH:36][CH:35]=[C:34]([CH2:38][OH:39])[CH:33]=2)[N:6]=1)([CH3:4])([CH3:3])[CH3:2].C(N(CC)[P:43]([O:49][C:50]([CH3:53])([CH3:52])[CH3:51])[O:44][C:45]([CH3:48])([CH3:47])[CH3:46])C.ClC1C=C(C=CC=1)C(OO)=[O:61]>OS([O-])=O.[Na+]>[P:43]([O:39][CH2:38][C:34]1[CH:35]=[CH:36][CH:37]=[C:32]([N:7]2[C:8]([NH:10][C:11](=[O:12])[NH:13][C:14]3[CH:30]=[CH:29][C:17]([O:18][C:19]4[CH:24]=[CH:23][N:22]=[C:21]([C:25](=[O:26])[NH:27][CH3:28])[CH:20]=4)=[CH:16][C:15]=3[F:31])=[CH:9][C:5]([C:1]([CH3:4])([CH3:2])[CH3:3])=[N:6]2)[CH:33]=1)([O:44][C:45]([CH3:46])([CH3:47])[CH3:48])([O:49][C:50]([CH3:51])([CH3:52])[CH3:53])=[O:61] |f:3.4|. Procedure: To a room temperature solution of 1-H-tetrazole (0.45M in acetonitrile, 56 mL, 25.3 mmol, solvent removed in vacuo prior to using) in tetrahydrofuran (100 mL) was added example 1, (4-{4-[({3-tert-butyl-1-[3-(hydroxymethyl)phenyl]-1H-pyrazol-5-yl}carbamoyl)amino]-3-fluorophenoxy}-N-methylpyridine-2-carboxamide, (5.00 g, 9.39 mmol) and di-t-butyl N,N-diethylphosphoramidite (2.11 g, 8.45 mmol). The reaction mixture was allowed to stir at room temperature for 2 h. The reaction mixture was then coole... Starting materials: CC1=CC=C(C(=O)C2=CC=CC=C2)C=C1 (4-methylbenzophenone). The reagents and catalysts are Cl[Ti](Cl)(Cl)Cl (TiCl4), [Zn] (Zn). Run in C1CCOC1 (THF). The product is CC1=CC=C(C=C1)C(=C(C1=CC=CC=C1)C1=CC=C(C=C1)C)C1=CC=CC=C1 (1,2-Bis(4-methylphenyl)-1,2-diphenylethene). Isolated yield 94.0%. As a reaction SMILES: [CH3:1][C:2]1[CH:15]=[CH:14][C:5]([C:6]([C:8]2[CH:13]=[CH:12][CH:11]=[CH:10][CH:9]=2)=O)=[CH:4][CH:3]=1>C1COCC1.Cl[Ti](Cl)(Cl)Cl.[Zn]>[CH3:1][C:2]1[CH:15]=[CH:14][C:5]([C:6]([C:8]2[CH:13]=[CH:12][CH:11]=[CH:10][CH:9]=2)=[C:6]([C:5]2[CH:4]=[CH:3][C:2]([CH3:1])=[CH:15][CH:14]=2)[C:8]2[CH:9]=[CH:10][CH:11]=[CH:12][CH:13]=2)=[CH:4][CH:3]=1. Procedure details: A suspension of 4-methylbenzophenone (1, 3.6 g, 10.0 mmol), TiCl4 (1.9 g, 10.0 mmol), and Zn dust (1.3 g, 20.0 mmol) in dry THF (100 mL) was refluxed for 20 h. Afterward, the reaction mixture was cooled to room temperature and filtered. The filtrate was evaporated and the crude product was purified on a silica-gel column using DCM as eluent. Compound 2 was isolated as white solid in 94% yield. 1H NMR (300 MHz, CDCl3), δ (TMS, ppm): 7.11-7.00 (m, 10H), 6.91 (d, 8H), 2.26 (d, 6H). 13C NMR (75 MHz,...